Dataset: the Open Reaction Database (ORD), a public repository of structured organic reaction records. Task: describe an organic reaction: reactants, conditions, products, and yield Reactants: C1(=CC=C(C=C1)C1=NC=CC=C1)C (2-(p-tolyl) pyridine), BrN1C(CCC1=O)=O (N-bromosuccinimide). Reagents/catalysts: C(C1=CC=CC=C1)(=O)OOC(C1=CC=CC=C1)=O (benzoyl peroxide). Run in C(Cl)(Cl)(Cl)Cl (CCl4). Run at temperature 70 celsius, time 1.5 hour. Product: BrCC1=CC=C(C=C1)C1=NC=CC=C1 (2-[4-(bromomethyl)phenyl]pyridine). Isolated yield 64.2%. RXN SMILES: [C:1]1([CH3:13])[CH:6]=[CH:5][C:4]([C:7]2[CH:12]=[CH:11][CH:10]=[CH:9][N:8]=2)=[CH:3][CH:2]=1.[Br:14]N1C(=O)CCC1=O>C(OOC(=O)C1C=CC=CC=1)(=O)C1C=CC=CC=1.C(Cl)(Cl)(Cl)Cl>[Br:14][CH2:13][C:1]1[CH:6]=[CH:5][C:4]([C:7]2[CH:12]=[CH:11][CH:10]=[CH:9][N:8]=2)=[CH:3][CH:2]=1. Procedure: A mixture of 2-(p-tolyl) pyridine (118.88 g, 702.5 mmol), N-bromosuccinimide (131.29 g, 737.6 mmol, 1.05 equivalents) and CCl4 (1190 mL) was treated with benzoyl peroxide (1.70 g, 7.03 mmol, 0.01 equivalents) under nitrogen, stirred at 70° C. for 1.5 hours, and then allowed to cool to ambient temperature with stirring overnight. The reaction mixture was filtered, washed with CCl4 (2×250 mL), concentrated to oil, treated with isopropyl alcohol (420 mL) and cooled to −5° C. The resulting solid was...